Dataset: the Open Reaction Database (ORD), a public repository of structured organic reaction records. Task: describe an organic reaction: reactants, conditions, products, and yield Reactants: C(C)(C)(C)OC(=O)N1C2CN(C(C1)C2)CCOC2OCCCC2 (5-[2-(tetrahydro-pyran-2-yloxy)ethyl]-2,5-diazabicyclo[2.2.1]heptane-2-carboxylic acid tert-butyl ester), Cl (hydrochloric acid). Run in C(C)O (ethanol). Product: Cl.Cl.[C@@H]12N(C[C@@H](NC1)C2)CCO ((1S,4S)-2-(2,5-Diazabicyclo[2.2.1]hept-2-yl)ethanol, dihydrochloride). RXN SMILES: C(OC([N:8]1[CH2:13][CH:12]2[CH2:14][CH:9]1[CH2:10][N:11]2[CH2:15][CH2:16][O:17]C1CCCCO1)=O)(C)(C)C.[ClH:24]>C(O)C>[ClH:24].[ClH:24].[C@H:12]12[CH2:14][C@H:9]([NH:8][CH2:13]1)[CH2:10][N:11]2[CH2:15][CH2:16][OH:17] |f:3.4.5|. Procedure: A mixture of 5-[2-(tetrahydro-pyran-2-yloxy)ethyl]-2,5-diazabicyclo[2.2.1]heptane-2-carboxylic acid tert-butyl ester (0.80 mmol, 2.4 mmol) and aqueous hydrochloric acid (2 mL, 2N) in ethanol (10 mL) was stirred under reflux for one hour and then evaporated under reduced pressure to yield crude (1S,4S)-2-(2,5-Diazabicyclo[2.2.1]hept-2-yl)ethanol, dihydrochloride (0.51 g) as a dark oil which was used in the next step without further purification. The reactants are [OH-].[Na+] (sodium hydroxide), ClC=1C=C(C=CC1OC(C)C)C1=NC(=NO1)C=1C=CC=C2C(=CNC12)CN1CCC(CC1)C(=O)OCC (ethyl 1-{[7-(5-{3-chloro-4-[(1-methylethyl)oxy]phenyl}-1,2,4-oxadiazol-3-yl)-1H-indol-3-yl]methyl}-4-piperidinecarboxylate). Solvent: O (water), O1CCCC1 (tetrahydrofuran), CO (methanol). Conditions: temperature 20 celsius, time 8 hour. Yields the product ClC=1C=C(C=CC1OC(C)C)C1=NC(=NO1)C=1C=CC=C2C(=CNC12)CN1CCC(CC1)C(=O)O (1-{[7-(5-{3-chloro-4-[(1-methylethyl)oxy]phenyl}-1,2,4-oxadiazol-3-yl)-1H-indol-3-yl]methyl}-4-piperidinecarboxylic acid). Isolated yield 37.0%. RXN SMILES: [Cl:1][C:2]1[CH:3]=[C:4]([C:12]2[O:16][N:15]=[C:14]([C:17]3[CH:18]=[CH:19][CH:20]=[C:21]4[C:25]=3[NH:24][CH:23]=[C:22]4[CH2:26][N:27]3[CH2:32][CH2:31][CH:30]([C:33]([O:35]CC)=[O:34])[CH2:29][CH2:28]3)[N:13]=2)[CH:5]=[CH:6][C:7]=1[O:8][CH:9]([CH3:11])[CH3:10].[OH-].[Na+]>O1CCCC1.CO.O>[Cl:1][C:2]1[CH:3]=[C:4]([C:12]2[O:16][N:15]=[C:14]([C:17]3[CH:18]=[CH:19][CH:20]=[C:21]4[C:25]=3[NH:24][CH:23]=[C:22]4[CH2:26][N:27]3[CH2:32][CH2:31][CH:30]([C:33]([OH:35])=[O:34])[CH2:29][CH2:28]3)[N:13]=2)[CH:5]=[CH:6][C:7]=1[O:8][CH:9]([CH3:10])[CH3:11] |f:1.2|. Procedure details: To a solution of ethyl 1-{[7-(5-{3-chloro-4-[(1-methylethyl)oxy]phenyl}-1,2,4-oxadiazol-3-yl)-1H-indol-3-yl]methyl}-4-piperidinecarboxylate (D74) (280 mg) in tetrahydrofuran (10 mL) and methanol (10 mL) stirred at 20° C. was added a solution of sodium hydroxide (54 mg) in water (10 mL) in one charge. The reaction mixture was stirred at 20° C. for 8 hours. The reaction mixture was concentrated and then H2SO4 (0.1 M) solution was added dropwise until no further white precipitate was formed. The so... Reported procedure: A solution of 2.0 g (5.9 mmol) N-ethoxalyl-4-chloro-6-nitro-3-trifluoromethylaniline in 50 ml dimethylformamide was hydrogenated at atm. pressure by using 200 mg 5% Pt-C as a catalyst. The reaction mixture was stirred with 4N hydrochloric acid and the crude product was filtered off. The crude product was dissolved in 25 ml 1N potassium hydroxide and the solution was acidified with concentrated hydrochloric acid. The precipitate was filtered off to give 310 mg 19%) of 7-chloro-1-hydroxy-6-trifluo... Reaction SMILES: [C:1]([NH:8][C:9]1[C:14]([N+:15]([O-])=[O:16])=[CH:13][C:12]([Cl:18])=[C:11]([C:19]([F:22])([F:21])[F:20])[CH:10]=1)([C:3](OCC)=[O:4])=[O:2].Cl>CN(C)C=O.[Pt]>[Cl:18][C:12]1[CH:13]=[C:14]2[C:9]([NH:8][C:1](=[O:2])[C:3](=[O:4])[N:15]2[OH:16])=[CH:10][C:11]=1[C:19]([F:22])([F:21])[F:20]. Product: ClC1=C(C=C2NC(C(N(C2=C1)O)=O)=O)C(F)(F)F (7-chloro-1-hydroxy-6-trifluoromethylquinoxaline-2,3(1H,4H)-dione). The solvent is CN(C=O)C (dimethylformamide). The reagents and catalysts are [Pt] (Pt-C). Reactants: C(=O)(C(=O)OCC)NC1=CC(=C(C=C1[N+](=O)[O-])Cl)C(F)(F)F (N-ethoxalyl-4-chloro-6-nitro-3-trifluoromethylaniline), Cl (hydrochloric acid). Reactants: C(#N)C1=C(SC=C1)NC(CC1=CC=C(C=C1)OC)=O (N-(3-cyanothiophen-2-yl)-2-(4-methoxyphenyl)acetamide), N(=[N+]=[N-])[Sn](CCCC)(CCCC)CCCC (azidotributylstannane). Run in C1(=CC=CC=C1)C (toluene). Reaction conditions: time 6 hour. Product: N=1NN=NC1C1=C(SC=C1)NC(CC1=CC=C(C=C1)OC)=O (N-(3-(2H-tetrazol-5-yl)thiophen-2-yl)-2-(4-methoxyphenyl)acetamide). Reaction SMILES: [C:1]([C:3]1[CH:7]=[CH:6][S:5][C:4]=1[NH:8][C:9](=[O:19])[CH2:10][C:11]1[CH:16]=[CH:15][C:14]([O:17][CH3:18])=[CH:13][CH:12]=1)#[N:2].[N:20]([Sn](CCCC)(CCCC)CCCC)=[N+:21]=[N-:22]>C1(C)C=CC=CC=1>[N:2]1[NH:20][N:21]=[N:22][C:1]=1[C:3]1[CH:7]=[CH:6][S:5][C:4]=1[NH:8][C:9](=[O:19])[CH2:10][C:11]1[CH:16]=[CH:15][C:14]([O:17][CH3:18])=[CH:13][CH:12]=1. Reported procedure: N-(3-cyanothiophen-2-yl)-2-(4-methoxyphenyl)acetamide (285 mg, 1.05 mmol), and azidotributylstannane (614 mg, 1.85 mmol) in toluene (10 ml) was placed into a preheated oil bath at 100° C. After stirring for 6 h, The solution was concentrated and directly purified by HPLC to yield N-(3-(2H-tetrazol-5-yl)thiophen-2-yl)-2-(4-methoxyphenyl)acetamide. Method [7] Retention time 4.92 min by HPLC (MH+ 316). 1H NMR (300 MHz, DMSO) δ 11.05 (s, 1H), 7.37 (d, J=6.0 Hz, 1H), 7.30 (d, J=8.4 Hz, 2H), 7.23 (d, ... Starting materials: IC1=C(N2CCC3=C(C(C2=N1)OC1CCN(CC1)C)C=CC=C3)C (2-iodo-1-methyl-4-(1-methylpiperidin-4-yloxy)-9,10-dihydro-4H-3,10a-diaza-benzo[f]azulene), C(CCC)[Sn](C1=CC=NC=C1)(CCCC)CCCC.[K] (potassium 4-tributylstannylpyridine), [Li+].[Cl-] (LiCl). The reagents and catalysts are C=1C=CC(=CC1)[P](C=2C=CC=CC2)(C=3C=CC=CC3)[Pd]([P](C=4C=CC=CC4)(C=5C=CC=CC5)C=6C=CC=CC6)([P](C=7C=CC=CC7)(C=8C=CC=CC8)C=9C=CC=CC9)[P](C=1C=CC=CC1)(C=1C=CC=CC1)C=1C=CC=CC1 (Pd(PPh3)4). Run in CN(C)C=O (DMF). Reaction conditions: temperature 110 celsius. The product is CC1=C(N=C2C(C3=C(CCN12)C=CC=C3)OC3CCN(CC3)C)C3=CC=NC=C3 (1-methyl-4-(1-methylpiperidin-4-yloxy)-2-pyridin-4-yl-9,10-dihydro-4H-3,10a-diaza-benzo[f]azulene). RXN SMILES: I[C:2]1[N:11]=[C:10]2[N:4]([CH2:5][CH2:6][C:7]3[CH:23]=[CH:22][CH:21]=[CH:20][C:8]=3[CH:9]2[O:12][CH:13]2[CH2:18][CH2:17][N:16]([CH3:19])[CH2:15][CH2:14]2)[C:3]=1[CH3:24].C([Sn](CCCC)(CCCC)[C:30]1[CH:35]=[CH:34][N:33]=[CH:32][CH:31]=1)CCC.[K].[Li+].[Cl-]>CN(C=O)C.C1C=CC([P]([Pd]([P](C2C=CC=CC=2)(C2C=CC=CC=2)C2C=CC=CC=2)([P](C2C=CC=CC=2)(C2C=CC=CC=2)C2C=CC=CC=2)[P](C2C=CC=CC=2)(C2C=CC=CC=2)C2C=CC=CC=2)(C2C=CC=CC=2)C2C=CC=CC=2)=CC=1>[CH3:24][C:3]1[N:4]2[C:10]([CH:9]([O:12][CH:13]3[CH2:18][CH2:17][N:16]([CH3:19])[CH2:15][CH2:14]3)[C:8]3[CH:20]=[CH:21][CH:22]=[CH:23][C:7]=3[CH2:6][CH2:5]2)=[N:11][C:2]=1[C:30]1[CH:35]=[CH:34][N:33]=[CH:32][CH:31]=1 |f:1.2,3.4,^1:43,55,57,76,95|. Procedure: To a solution of 2-iodo-1-methyl-4-(1-methylpiperidin-4-yloxy)-9,10-dihydro-4H-3,10a-diaza-benzo[f]azulene (example 133) (110 mg, 0.251 mmole) in DMF (4 mL) are added potassium 4-tributylstannylpyridine (354 mg, 1 mmole), Pd(PPh3)4 (28 mg, 0.025 mmole), LiCl (50 mg, 1.25 mmole). The flask is evacuated and filled with argon. The reaction mixture is heated at 110° C. for 5 hours. AcOEt and water are added, as well as a 10% KF solution. The aqueous phase is extracted with AcOEt. The organic phase i...